This data is from the Open Reaction Database (ORD), a public repository of structured organic reaction records. The task is: describe an organic reaction: reactants, conditions, products, and yield Reactants: N(=[N+]=[N-])CC(CC[C@@H](CO[Si](C)(C)C(C)(C)C)N(S(=O)(=O)C1=CC=C(C=C1)CO[Si](C)(C)C(C)(C)C)CCCCC)(F)F (N-[(2S)-6-azido-1-{[tert-butyl(dimethyl)silyl]oxy}-5,5-difluorohexan-2-yl]-4-({[tert-butyl(dimethyl)silyl]oxy}methyl)-N-pentylbenzenesulfonamide), C1(=CC=CC=C1)P(C1=CC=CC=C1)C1=CC=CC=C1 (triphenylphosphine). The solvent is C1CCOC1 (THF), O (water), O (water). Reaction conditions: time 2 hour. The product is NCC(CC[C@@H](CO[Si](C)(C)C(C)(C)C)N(S(=O)(=O)C1=CC=C(C=C1)CO[Si](C)(C)C(C)(C)C)CCCCC)(F)F (N-[(2S)-6-amino-1-{[tert-butyl(dimethyl)silyl]oxy}-5,5-difluorohexan-2-yl]-4-({[tert-butyl(dimethyl)silyl]oxy}methyl)-N-pentylbenzenesulfonamide). Yield: 73.3%. Reaction SMILES: [N:1]([CH2:4][C:5]([F:43])([F:42])[CH2:6][CH2:7][C@H:8]([N:18]([CH2:37][CH2:38][CH2:39][CH2:40][CH3:41])[S:19]([C:22]1[CH:27]=[CH:26][C:25]([CH2:28][O:29][Si:30]([C:33]([CH3:36])([CH3:35])[CH3:34])([CH3:32])[CH3:31])=[CH:24][CH:23]=1)(=[O:21])=[O:20])[CH2:9][O:10][Si:11]([C:14]([CH3:17])([CH3:16])[CH3:15])([CH3:13])[CH3:12])=[N+]=[N-].C1(P(C2C=CC=CC=2)C2C=CC=CC=2)C=CC=CC=1>C1COCC1.O>[NH2:1][CH2:4][C:5]([F:43])([F:42])[CH2:6][CH2:7][C@H:8]([N:18]([CH2:37][CH2:38][CH2:39][CH2:40][CH3:41])[S:19]([C:22]1[CH:23]=[CH:24][C:25]([CH2:28][O:29][Si:30]([C:33]([CH3:34])([CH3:35])[CH3:36])([CH3:31])[CH3:32])=[CH:26][CH:27]=1)(=[O:21])=[O:20])[CH2:9][O:10][Si:11]([C:14]([CH3:16])([CH3:15])[CH3:17])([CH3:12])[CH3:13]. Procedure details: To a stirred solution of the material from Step 9 (60 mg, 0.09 mmol) in THF (1.7 mL) and water (86 μL) was added triphenylphosphine (50 mg, 0.19 mmol). The reaction mixture was stirred at room temperature for 2 hours. Then additional water (86 μL) was added, the reaction mixture was heated at reflux for 5 hours. Upon cooling to room temperature, the reaction mixture was concentrated to dryness in vacuo and the residue was purified by flash chromatography on silica gel using EtOAc-hexanes to affo... The reactants are [N+](=O)([O-])C1=CC2=C(N(C(=N2)CC2=CC=C(C#N)C=C2)C)C=C1 (4-[(5-nitro-1-methyl-1H-benzimidazol-2-yl)-methyl]-benzonitrile), [N+](=O)([O-])C=1C=CC2=C(N(C(=N2)CC2=CC=C(C#N)C=C2)C)C1 (4-[(6-nitro-1-methyl-1H-benzimidazol-2-yl)-methyl]-benzonitrile), C(Cl)Cl (methylene chloride). Reagents/catalysts: [Pd] (palladium on activated charcoal). The solvent is CO (methanol). Reaction conditions: time 60 minute. The product is NC1=CC2=C(N(C(=N2)CC2=CC=C(C#N)C=C2)C)C=C1 (4-[(5-amino-1-methyl-1H-benzimidazol-2-yl)-methyl]-benzonitrile). As a reaction SMILES: [N+:1]([C:4]1[CH:22]=[CH:21][C:7]2[N:8]([CH3:20])[C:9]([CH2:11][C:12]3[CH:19]=[CH:18][C:15]([C:16]#[N:17])=[CH:14][CH:13]=3)=[N:10][C:6]=2[CH:5]=1)([O-])=O.[N+](C1C=CC2N=C(CC3C=CC(C#N)=CC=3)N(C)C=2C=1)([O-])=O.C(Cl)Cl>CO.[Pd]>[NH2:1][C:4]1[CH:22]=[CH:21][C:7]2[N:8]([CH3:20])[C:9]([CH2:11][C:12]3[CH:19]=[CH:18][C:15]([C:16]#[N:17])=[CH:14][CH:13]=3)=[N:10][C:6]=2[CH:5]=1. Procedure: 1.1 g (37.6 mmol) of 4-[(5-nitro-1-methyl-1H-benzimidazol-2-yl)-methyl]-benzonitrile and 4-[(6-nitro-1-methyl-1H-benzimidazol-2-yl)-methyl]-benzonitrile are dissolved in 30 ml methanol and 40 ml methylene chloride and after the addition of 0.2 g palladium on activated charcoal (10%) hydrogenated for 60 minutes at ambient temperature. Then the catalyst is filtered off and the filtrate is concentrated by evaporation. The residue is chromatographed on silica gel and eluted with methylene chloride/m...